This data is from the Open Reaction Database (ORD), a public repository of structured organic reaction records. The task is: describe an organic reaction: reactants, conditions, products, and yield Reaction conditions: temperature 100 celsius. Run in CN(C)C=O (DMF). Product: CN(C=1N=CC2=C(N1)SC(=N2)NC=2O[C@]1(CN3CCC1CC3)CN2)C ((R)—N5,N5-dimethyl-N2-(4H-1′-azaspiro[oxazole-5,3′-bicyclo[2.2.2]octane]-2-yl)thiazolo[5,4-d]pyrimidine-2,5-diamine). Yield: 74.9%. Reactants: O (water), CN(C=1N=CC2=C(N1)SC(=N2)N=C(SC)SC)C (dimethyl 5-(dimethylamino)thiazolo[5,4-d]pyrimidin-2-ylcarbonimidodithioate), Cl.Cl.NC[C@@]1(CN2CCC1CC2)O ((S)-3-(aminomethyl)quinuclidin-3-ol dihydrochloride), C([O-])([O-])=O.[Cs+].[Cs+] (cesium carbonate). Reported procedure: A mixture of dimethyl 5-(dimethylamino)thiazolo[5,4-d]pyrimidin-2-ylcarbonimidodithioate (90 mg, 0.301 mmol), (S)-3-(aminomethyl)quinuclidin-3-ol dihydrochloride (83 mg, 0.361 mmol) and cesium carbonate (196 mg, 0.60 mmol) in DMF (1.0 mL) was heated to 100° C. for 1.5 hours. The reaction mixture was cooled to ambient temperature, poured into water and extracted with chloroform (4×). The combined organics were washed with brine, dried over sodium sulfate, filtered, concentrated in vacuo, and the ... Reaction SMILES: [CH3:1][N:2]([CH3:18])[C:3]1[N:4]=[CH:5][C:6]2[N:11]=[C:10]([N:12]=[C:13](SC)SC)[S:9][C:7]=2[N:8]=1.Cl.Cl.[NH2:21][CH2:22][C@@:23]1([OH:31])[CH:28]2[CH2:29][CH2:30][N:25]([CH2:26][CH2:27]2)[CH2:24]1.C(=O)([O-])[O-].[Cs+].[Cs+].O>CN(C=O)C>[CH3:1][N:2]([CH3:18])[C:3]1[N:4]=[CH:5][C:6]2[N:11]=[C:10]([NH:12][C:13]3[O:31][C@:23]4([CH2:22][N:21]=3)[CH:28]3[CH2:29][CH2:30][N:25]([CH2:26][CH2:27]3)[CH2:24]4)[S:9][C:7]=2[N:8]=1 |f:1.2.3,4.5.6|.